Dataset: the Open Reaction Database (ORD), a public repository of structured organic reaction records. Task: describe an organic reaction: reactants, conditions, products, and yield Reactants: C(CC(=O)OCC)(=O)OCC (Diethyl malonate), [H-].[Na+] (sodium hydride), ClC1=NC=C(C=C1)[N+](=O)[O-] (2-chloro-5-nitropyridine). Solvent: O1CCCC1 (tetrahydrofuran), O1CCCC1 (tetrahydrofuran). Conditions: temperature 60 celsius, time 8 hour. Yields the product [N+](=O)([O-])C=1C=CC(=NC1)C(C(=O)OCC)C(=O)OCC (diethyl 2-(5-nitropyridin-2-yl)malonate). Isolated yield 63.5%. RXN SMILES: [C:1]([O:9][CH2:10][CH3:11])(=[O:8])[CH2:2][C:3]([O:5][CH2:6][CH3:7])=[O:4].[H-].[Na+].Cl[C:15]1[CH:20]=[CH:19][C:18]([N+:21]([O-:23])=[O:22])=[CH:17][N:16]=1>O1CCCC1>[N+:21]([C:18]1[CH:19]=[CH:20][C:15]([CH:2]([C:3]([O:5][CH2:6][CH3:7])=[O:4])[C:1]([O:9][CH2:10][CH3:11])=[O:8])=[N:16][CH:17]=1)([O-:23])=[O:22] |f:1.2|. Procedure details: Diethyl malonate (74 g) was added to a stirred suspension of sodium hydride (60% dispersion in oil; 18 g) in dry tetrahydrofuran under an inert atmosphere. The resulting suspension was stirred at reflux for one hour. The mixture was cooled to 60° C. and a solution of 2-chloro-5-nitropyridine (50 g) in dry tetrahydrofuran was added. The resulting red solution was stirred at reflux for 3 hours then allowed to stand at room temperature overnight. The volume of solvent was reduced by evaporation, wa... Starting materials: ClC1=C(C=CC(=C1)Cl)O (2,4-dichloro-phenol), [H-].[Na+] (NaH), ClCSC (chloro-methylsulfanyl-methane). Solvent: CN(C)C=O (DMF). Conditions: time 30 minute. The product is ClC1=C(C=CC(=C1)Cl)OCSC (2,4-dichloro-1-methylsulfanylmethoxy-benzene). Isolated yield 124.2%. RXN SMILES: [Cl:1][C:2]1[CH:7]=[C:6]([Cl:8])[CH:5]=[CH:4][C:3]=1[OH:9].[H-].[Na+].Cl[CH2:13][S:14][CH3:15]>CN(C=O)C>[Cl:1][C:2]1[CH:7]=[C:6]([Cl:8])[CH:5]=[CH:4][C:3]=1[O:9][CH2:13][S:14][CH3:15] |f:1.2|. Procedure details: To a solution of 2,4-dichloro-phenol (10 g, 61.35 mmol) in dry DMF (100 mL) was added NaH (2.06 g, 85.89 mmol, 60% in mineral oil). The mixture was stirred for 30 min. at room temperature followed by dropwise addition of chloro-methylsulfanyl-methane (5.65 mL, 67.48 mmol) and stirring was continued for 16 hrs at ambient temperature. The reaction was quenched by addition of water (150 mL) and extracted with diethyl ether (2×100 mL). The combined organic phases were washed with saturated aq. ammon... The reactants are CC(C)(C)c1cccc(C=NO)c1O, CCOC(C)=O, CO. Product: CC(C)(C)c1cccc(CN)c1O. As a reaction SMILES: [C:1]([CH3:2])([CH3:3])([CH3:4])[c:5]1[c:6]([OH:14])[c:7]([CH:8]=[N:9][OH:10])[cH:11][cH:12][cH:13]1.[CH3:15][CH2:16][O:17][C:18]([CH3:19])=[O:20].[CH3:21][OH:22]>>[C:1]([CH3:2])([CH3:3])([CH3:4])[c:5]1[c:6]([OH:14])[c:7]([CH2:8][NH2:9])[cH:11][cH:12][cH:13]1. Reactants: ClC1=NC=NC(=C1)OCC#CC (4-chloro-6-(2-butynyloxy)pyrimidine), C([O-])([O-])=O.[K+].[K+] (potassium carbonate), FC=1C=C(C=CC1)O (3-fluorophenol), [Cl-].[NH4+] (ammonium chloride). The solvent is CN(C=O)C (N,N-dimethylformamide). Conditions: temperature 60 celsius, time 7 hour. Product: FC=1C=C(OC2=NC=NC(=C2)OCC#CC)C=CC1 (4-(3-fluorophenoxy)-6-(2-butynyloxy)pyrimidine). Yield: 81.3%. As a reaction SMILES: Cl[C:2]1[CH:7]=[C:6]([O:8][CH2:9][C:10]#[C:11][CH3:12])[N:5]=[CH:4][N:3]=1.C(=O)([O-])[O-].[K+].[K+].[F:19][C:20]1[CH:21]=[C:22]([OH:26])[CH:23]=[CH:24][CH:25]=1.[Cl-].[NH4+]>CN(C)C=O>[F:19][C:20]1[CH:21]=[C:22]([CH:23]=[CH:24][CH:25]=1)[O:26][C:2]1[CH:7]=[C:6]([O:8][CH2:9][C:10]#[C:11][CH3:12])[N:5]=[CH:4][N:3]=1 |f:1.2.3,5.6|. Procedure: To 2 ml of N,N-dimethylformamide were added 0.2 g of 4-chloro-6-(2-butynyloxy)pyrimidine, 0.23 g of potassium carbonate, and 0.15 g of 3-fluorophenol, followed by stirring at 60° C. for 7 hours. The reaction mixture was then left for cooling to room temperature and poured into a saturated aqueous ammonium chloride solution, which was extracted three times with chloroform. The chloroform layers were combined, washed with diluted hydrochloric acid and then with water, and dried over anhydrous magn... The reactants are C(#N)N1CCC(CC1)N(C(C1=CC=C(C=C1)C1=CN=CO1)=O)C1CC1 (N-(1-cyano-piperidin-4-yl)-N-cyclopropyl-4-oxazol-5-yl-benzamide), ONC(C1=CC=CC=C1)=N (N-hydroxy-benzamidine). The product is C1(CC1)N(C(C1=CC=C(C=C1)C1=CN=CO1)=O)C1CCN(CC1)C1=NC(=NO1)C1=CC=CC=C1 (N-Cyclopropyl-4-oxazol-5-yl-N-[1-(3-phenyl-[1,2,4]oxadiazol-5-yl)-piperidin-4-yl]-benzamide). Reaction SMILES: [C:1]([N:3]1[CH2:8][CH2:7][CH:6]([N:9]([CH:23]2[CH2:25][CH2:24]2)[C:10](=[O:22])[C:11]2[CH:16]=[CH:15][C:14]([C:17]3[O:21][CH:20]=[N:19][CH:18]=3)=[CH:13][CH:12]=2)[CH2:5][CH2:4]1)#[N:2].[OH:26][NH:27][C:28](=N)[C:29]1[CH:34]=[CH:33][CH:32]=[CH:31][CH:30]=1>>[CH:23]1([N:9]([CH:6]2[CH2:5][CH2:4][N:3]([C:1]3[O:26][N:27]=[C:28]([C:29]4[CH:34]=[CH:33][CH:32]=[CH:31][CH:30]=4)[N:2]=3)[CH2:8][CH2:7]2)[C:10](=[O:22])[C:11]2[CH:12]=[CH:13][C:14]([C:17]3[O:21][CH:20]=[N:19][CH:18]=3)=[CH:15][CH:16]=2)[CH2:25][CH2:24]1. Procedure details: The title compound is prepared from N-(1-cyano-piperidin-4-yl)-N-cyclopropyl-4-oxazol-5-yl-benzamide and N-hydroxy-benzamidine following a procedure analogous to that described in Example 1. LC (method 6): tR=1.85 min; Mass spectrum (ESI+): m/z=456 [M+H]+.